Task: describe an organic reaction: reactants, conditions, products, and yield. Dataset: the Open Reaction Database (ORD), a public repository of structured organic reaction records Reactants: C(C)(=O)C=1C=CC2=C(CCC3=C(S2)C=C(C=C3)C#N)C1 (8-Acetyl-3-cyano-10,11-dihydrodibenzo[b,f]thiepin), S(O)(O)(=O)=O (sulfuric acid), C(C)(=O)O (acetic acid). Product: C(C)(=O)C=1C=CC2=C(CCC3=C(S2)C=C(C=C3)C(=O)O)C1 (8-Acetyl-10,11-dihydrodibenzo[b,f]thiepin-3-carboxylic Acid). Reaction SMILES: [C:1]([C:4]1[CH:5]=[CH:6][C:7]2[S:13][C:12]3[CH:14]=C(C#N)[CH:16]=[CH:17][C:11]=3[CH2:10][CH2:9][C:8]=2[CH:20]=1)(=[O:3])[CH3:2].S(=O)(=O)(O)O.[C:26]([OH:29])(=[O:28])[CH3:27]>>[C:1]([C:4]1[CH:5]=[CH:6][C:7]2[S:13][C:12]3[CH:14]=[C:27]([C:26]([OH:29])=[O:28])[CH:16]=[CH:17][C:11]=3[CH2:10][CH2:9][C:8]=2[CH:20]=1)(=[O:3])[CH3:2]. Procedure details: Add 8.5 g. of the nitrile of Example 33 to a mixture of 220 ml. of acetic acid (glacial) and 220 ml. of 50% sulfuric acid. Heat the mixture at reflux under a nitrogen atmosphere overnight. Cool to room temperature and separate the solids by filtration. Recrystallize from acetic acid to obtain the title product. (m.p. 230°-232° C.) Starting materials: BrBr (Bromine), C1(=CC=CC=C1)P(C1=CC=CC=C1)C1=CC=CC=C1 (triphenylphosphine), C(CCC)C(CO)CCCC (2-butylhexanol). Solvent: ClCCl (dichloromethane). Run at time 8 hour. Yields the product C(CCC)C(CBr)CCCC (2-Butylhexylbromide). Reaction SMILES: [Br:1]Br.C1(P(C2C=CC=CC=2)C2C=CC=CC=2)C=CC=CC=1.[CH2:22]([CH:26]([CH2:29][CH2:30][CH2:31][CH3:32])[CH2:27]O)[CH2:23][CH2:24][CH3:25]>ClCCl>[CH2:22]([CH:26]([CH2:29][CH2:30][CH2:31][CH3:32])[CH2:27][Br:1])[CH2:23][CH2:24][CH3:25]. Procedure: Bromine (61.4 g, 384 mmol) was added into a solution of triphenylphosphine (100.7 g, 384 mmol) and 450 mL dichloromethane at room temperature under argon protection. Then 2-butylhexanol (60.8 g, 384 mmol) was added dropwise via additional funnel over 50 minutes, the reaction solution was kept to stir at room temperature overnight. Dichloromethane was evaporated, and the concentrate filtered with pentane wash. The filtrate was concentrated via rotary evaporation and the resulting crude yellow oil... Reactants: CC(C)([O-])C.[K+] (potassium t-butoxide), COC(=O)NC(CO)(CCC=1SC(=CC1)Br)C (2-Methoxycarbonylamino-2-methyl-4-(5-bromothiophen-2-yl)butan-1-ol), ice. Solvent: CN(C=O)C (dimethylformamide). Run at time 3 hour. Yields the product BrC1=CC=C(S1)CCC1(NC(OC1)=O)C (4-[2-(5-Bromothiophen-2-yl)]ethyl-4-methyloxazolidin-2-one). Isolated yield 95.5%. RXN SMILES: C[O:2][C:3]([NH:5][C:6]([CH3:17])([CH2:9][CH2:10][C:11]1[S:12][C:13]([Br:16])=[CH:14][CH:15]=1)[CH2:7][OH:8])=O.CC(C)([O-])C.[K+]>CN(C)C=O>[Br:16][C:13]1[S:12][C:11]([CH2:10][CH2:9][C:6]2([CH3:17])[CH2:7][O:8][C:3](=[O:2])[NH:5]2)=[CH:15][CH:14]=1 |f:1.2|. Procedure: 2-Methoxycarbonylamino-2-methyl-4-(5-bromothiophen-2-yl)butan-1-ol (12.4 g, 38.6 mmol) obtained in Example 1 (e) was dissolved in dimethylformamide (125 ml), and potassium t-butoxide (6.50 g, 57.9 mmol) was added thereto in an ice bath under a nitrogen atmosphere followed by stirring for 3 hours at the same temperature. The reaction mixture was poured into ice-cold 10% hydrochloric acid (300 ml), and extracted with ethyl acetate. The organic layer was washed with a saturated aqueous sodium chlor... Starting materials: [BH4-], CO, CN1CCC(=O)CC1, CC(C)[O-], CC(C)[O-], CC(C)[O-], CC(C)[O-], CCOC(C)=O, Nc1ccc2[nH]ncc2c1, [Na+], O, [Ti+4]. Yields the product CN1CCC(Nc2ccc3[nH]ncc3c2)CC1. Reaction SMILES: [BH4-:21].[CH3:19][OH:20].[CH3:1][N:2]1[CH2:3][CH2:4][C:5](=[O:8])[CH2:6][CH2:7]1.[CH3:23][CH:24]([CH3:25])[O-:26].[CH3:27][CH:28]([CH3:29])[O-:30].[CH3:31][CH:32]([CH3:33])[O-:34].[CH3:35][CH:36]([CH3:37])[O-:38].[CH3:40][CH2:41][O:42][C:43](=[O:44])[CH3:45].[NH2:9][c:10]1[cH:11][c:12]2[cH:13][n:14][nH:15][c:16]2[cH:17][cH:18]1.[Na+:22].[OH2:46].[Ti+4:39]>>[CH3:1][N:2]1[CH2:3][CH2:4][CH:5]([NH:9][c:10]2[cH:11][c:12]3[cH:13][n:14][nH:15][c:16]3[cH:17][cH:18]2)[CH2:6][CH2:7]1. Starting materials: CC(=O)O, CCOC(=O)c1[nH]ccc1N, CO, CCOC(C)=O, O=Cc1nc2cc(Cl)ccc2[nH]1, ClCCl, [Na+], CN(C)C=O, [OH-]. Yields the product CCOC(=O)c1[nH]ccc1NCc1nc2cc(Cl)ccc2[nH]1. Reaction SMILES: [C:12]([OH:13])(=[O:14])[CH3:15].[CH2:1]([CH3:2])[O:3][C:4](=[O:5])[c:6]1[nH:7][cH:8][cH:9][c:10]1[NH2:11].[CH3:30][OH:31].[CH3:32][CH2:33][O:34][C:35](=[O:36])[CH3:37].[Cl:16][c:17]1[cH:18][c:19]2[c:20]([nH:21][c:22]([CH:24]=[O:25])[n:23]2)[cH:26][cH:27]1.[Cl:43][CH2:44][Cl:45].[Na+:29].[O:38]=[CH:39][N:40]([CH3:41])[CH3:42].[OH-:28]>>[CH2:1]([CH3:2])[O:3][C:4](=[O:5])[c:6]1[nH:7][cH:8][cH:9][c:10]1[NH:11][CH2:24][c:22]1[nH:21][c:20]2[c:19]([cH:18][c:17]([Cl:16])[cH:27][cH:26]2)[n:23]1. Reactants: Cl, OCCOCCOCC(F)(F)C(F)(F)C(F)(F)F, O, Cc1ccc(S(=O)(=O)Cl)cc1, c1ccncc1. Product: Cc1ccc(S(=O)(=O)OCCOCCOCC(F)(F)C(F)(F)C(F)(F)F)cc1. RXN SMILES: [ClH:36].[F:1][C:2]([CH2:3][O:4][CH2:5][CH2:6][O:7][CH2:8][CH2:9][OH:10])([C:11]([C:12]([F:13])([F:14])[F:15])([F:16])[F:17])[F:18].[OH2:37].[c:25]1([CH3:35])[cH:26][cH:27][c:28]([S:31](=[O:32])(=[O:33])[Cl:34])[cH:29][cH:30]1.[cH:19]1[cH:20][cH:21][n:22][cH:23][cH:24]1>>[F:1][C:2]([CH2:3][O:4][CH2:5][CH2:6][O:7][CH2:8][CH2:9][O:10][S:31]([c:28]1[cH:27][cH:26][c:25]([CH3:35])[cH:30][cH:29]1)(=[O:32])=[O:33])([C:11]([C:12]([F:13])([F:14])[F:15])([F:16])[F:17])[F:18].